From a dataset of the Open Reaction Database (ORD), a public repository of structured organic reaction records. describe an organic reaction: reactants, conditions, products, and yield Reactants: NC1=C(C=C(C=C1)F)C(CC(C(=O)NC=1C=C2COC(=O)C2=CC1)(C(F)(F)F)O)(C)C (5-[4-(2-amino-5-fluorophenyl)-2-hydroxy-4-methyl-2-trifluoromethylvaleroylamino]-phthalide), N1=CC=CC=C1 (pyridine), S(=O)(=O)(C)Cl (mesyl chloride). The solvent is C(C)(=O)OCC (ethyl acetate). The product is FC=1C=CC(=C(C1)C(CC(C(=O)NC=1C=C2COC(=O)C2=CC1)(C(F)(F)F)O)(C)C)NS(=O)(=O)C (5-[4-(5-fluoro-2-mesylaminophenyl)-2-hydroxy-4-methyl-2-trifluoromethylvaleroyl-amino]-phthalide). RXN SMILES: [NH2:1][C:2]1[CH:7]=[CH:6][C:5]([F:8])=[CH:4][C:3]=1[C:9]([CH3:31])([CH3:30])[CH2:10][C:11]([OH:29])([C:25]([F:28])([F:27])[F:26])[C:12]([NH:14][C:15]1[CH:16]=[C:17]2[C:22](=[CH:23][CH:24]=1)[C:20](=[O:21])[O:19][CH2:18]2)=[O:13].N1C=CC=CC=1.[S:38](Cl)([CH3:41])(=[O:40])=[O:39]>C(OCC)(=O)C>[F:8][C:5]1[CH:6]=[CH:7][C:2]([NH:1][S:38]([CH3:41])(=[O:40])=[O:39])=[C:3]([C:9]([CH3:31])([CH3:30])[CH2:10][C:11]([OH:29])([C:25]([F:28])([F:27])[F:26])[C:12]([NH:14][C:15]2[CH:16]=[C:17]3[C:22](=[CH:23][CH:24]=2)[C:20](=[O:21])[O:19][CH2:18]3)=[O:13])[CH:4]=1. Procedure: 17.7 mg of 5-[4-(2-amino-5-fluorophenyl)-2-hydroxy-4-methyl-2-trifluoromethylvaleroylamino]-phthalide, 0.4 ml of pyridine and 0.078 ml of mesyl chloride are stirred for 17 hours at room temperature, mixed with ethyl acetate, and washed three times with 1N hydrochloric acid. The ethyl acetate solution is dried and concentrated by evaporation. After chromatography on silica gel with ethyl acetate/hexane (1:1), 11 mg of 5-[4-(5-fluoro-2-mesylaminophenyl)-2-hydroxy-4-methyl-2-trifluoromethylvaleroyl...